The task is: describe an organic reaction: reactants, conditions, products, and yield. This data is from the Open Reaction Database (ORD), a public repository of structured organic reaction records. Reactants: C1(C=CCC1)ON=C(C(=O)O)C=1N=C(SC1)NC=O (2-(2-cyclopenten-1-yl)oxyimino-2-(2-formamidothiazol-4-yl)acetic acid), C[N+](=CCl)C.[Cl-] (Vilsmeier reagent), NC1[C@@H]2N(C(=CC(S2)C)C(=O)O)C1=O (7-amino-2-methyl-3-cephem-4-carboxylic acid), C[Si](C)(C)CC(=O)N (trimethylsilylacetamide). Run in O1CCCC1 (tetrahydrofuran), C(C)(=O)OCC (ethyl acetate), O (water), C(C)(=O)OCC (ethyl acetate). Run at time 2 hour. Product: C1(C=CCC1)ON=C(C(=O)NC1[C@@H]2N(C(=CC(S2)C)C(=O)O)C1=O)C=1N=C(SC1)NC=O (7-[2-(2-cyclopenten-1-yl)oxyimino-2-(2-formamidothiazol-4-yl)acetamido]-2-methyl-3-cephem-4-carboxylic acid). Isolated yield 77.8%. Reaction SMILES: [CH:1]1([O:6][N:7]=[C:8]([C:12]2[N:13]=[C:14]([NH:17][CH:18]=[O:19])[S:15][CH:16]=2)[C:9]([OH:11])=O)[CH2:5][CH2:4][CH:3]=[CH:2]1.C[N+](C)=CCl.[Cl-].[NH2:26][CH:27]1[C:38](=[O:39])[N:29]2[C:30]([C:35]([OH:37])=[O:36])=[CH:31][CH:32]([CH3:34])[S:33][C@H:28]12.C[Si](CC(N)=O)(C)C>O1CCCC1.C(OCC)(=O)C.O>[CH:1]1([O:6][N:7]=[C:8]([C:12]2[N:13]=[C:14]([NH:17][CH:18]=[O:19])[S:15][CH:16]=2)[C:9]([NH:26][CH:27]2[C:38](=[O:39])[N:29]3[C:30]([C:35]([OH:37])=[O:36])=[CH:31][CH:32]([CH3:34])[S:33][C@H:28]23)=[O:11])[CH2:5][CH2:4][CH:3]=[CH:2]1 |f:1.2|. Reported procedure: A solution of 2-(2-cyclopenten-1-yl)oxyimino-2-(2-formamidothiazol-4-yl)acetic acid (syn isomer) (1.5 g) in dry tetrahydrofuran (12 ml) was added to the stirred suspension of the solution of Vilsmeier reagent under ice-cooling. The resulting mixture was added to a solution of 7-amino-2-methyl-3-cephem-4-carboxylic acid (1.37 g) and trimethylsilylacetamide (5.04 g) in ethyl acetate (14 ml) at -30° to -20° C. and the mixture was stirred at -5°~-10° C. for 2 hours. After the addition of water and e... Reactants: C(C)(C)(C)C1=CC=C(C=C1)N1C(N(C(C1=O)(C)C)CC1=CC=2N(C=C1)OC(N2)=S)=O (3-(4-tert-butylphenyl)-5,5-dimethyl-1-[(2-thioxo-2H-[1,2,4]oxadiazolo[2,3-a]pyridin-7-yl)methyl]imidazolidine-2,4-dione), CNCCC (N-methyl-N-propylamine). Run in O1CCOCC1 (dioxane). Yields the product C(C)(C)(C)C1=CC=C(C=C1)N1C(N(C(C1=O)(C)C)CC1=CC(=NC=C1)NC(N(CCC)C)=O)=O (3-(4-{[3-(4-tert-butylphenyl)-5,5-dimethyl-2,4-dioxoimidazolidin-1-yl]methyl}pyridin-2-yl)-1-methyl-1-propylurea). As a reaction SMILES: [C:1]([C:5]1[CH:10]=[CH:9][C:8]([N:11]2[C:15](=[O:16])[C:14]([CH3:18])([CH3:17])[N:13]([CH2:19][C:20]3[CH:25]=[CH:24][N:23]4[O:26][C:27](=S)[N:28]=[C:22]4[CH:21]=3)[C:12]2=[O:30])=[CH:7][CH:6]=1)([CH3:4])([CH3:3])[CH3:2].[CH3:31][NH:32][CH2:33][CH2:34][CH3:35]>O1CCOCC1>[C:1]([C:5]1[CH:10]=[CH:9][C:8]([N:11]2[C:15](=[O:16])[C:14]([CH3:18])([CH3:17])[N:13]([CH2:19][C:20]3[CH:25]=[CH:24][N:23]=[C:22]([NH:28][C:27](=[O:26])[N:32]([CH3:31])[CH2:33][CH2:34][CH3:35])[CH:21]=3)[C:12]2=[O:30])=[CH:7][CH:6]=1)([CH3:4])([CH3:3])[CH3:2]. Procedure: A solution of 100 mg of 3-(4-tert-butylphenyl)-5,5-dimethyl-1-[(2-thioxo-2H-[1,2,4]oxadiazolo[2,3-a]pyridin-7-yl)methyl]imidazolidine-2,4-dione obtained in stage b) of Example 9 in 2 mL of dioxane and 29 μl of N-methyl-N-propylamine is heated by microwave at 130° C. for 15 minutes. The reaction mixture is concentrated under reduced pressure and the residue is purified by chromatography on a column of silica, eluting with a mixture of petroleum ether and ethyl acetate (40/60 by volume) to give 61... Reactants: CCOC(=O)CC1(O)c2cc(Br)ccc2Oc2c(F)cc(OC)cc21, Cc1ccccc1, C[Si](C)(C)N=[N+]=[N-]. Product: CCOC(=O)CC1(N=[N+]=[N-])c2cc(Br)ccc2Oc2c(F)cc(OC)cc21. RXN SMILES: [Br:1][c:2]1[cH:3][cH:4][c:5]2[c:14]([cH:15]1)[C:13]([OH:16])([CH2:17][C:18](=[O:19])[O:20][CH2:21][CH3:22])[c:12]1[c:7]([c:8]([F:25])[cH:9][c:10]([O:23][CH3:24])[cH:11]1)[O:6]2.[CH3:33][c:34]1[cH:35][cH:36][cH:37][cH:38][cH:39]1.[N:26](=[N+:27]=[N-:28])[Si:29]([CH3:30])([CH3:31])[CH3:32]>>[Br:1][c:2]1[cH:3][cH:4][c:5]2[c:14]([cH:15]1)[C:13]([CH2:17][C:18](=[O:19])[O:20][CH2:21][CH3:22])([N:26]=[N+:27]=[N-:28])[c:12]1[c:7]([c:8]([F:25])[cH:9][c:10]([O:23][CH3:24])[cH:11]1)[O:6]2. The product is CCOC(=O)CCC1(C)CC1. RXN SMILES: [CH2:1]([Zn:2][CH2:3][CH3:4])[CH3:5].[CH3:16][C:17]([CH2:18][CH2:19][C:20](=[O:21])[O:22][CH2:23][CH3:24])=[CH2:25].[CH3:26][CH2:27][CH2:28][CH2:29][CH2:30][CH3:31].[Cl:32][CH2:33][Cl:34].[F:6][C:7]([F:8])([F:9])[C:10]([OH:11])=[O:12].[I:13][CH2:14][I:15]>>[CH2:1]1[CH2:16][C:17]1([CH2:18][CH2:19][C:20](=[O:21])[O:22][CH2:23][CH3:24])[CH3:25]. The reactants are CC[Zn]CC, C=C(C)CCC(=O)OCC, CCCCCC, ClCCl, O=C(O)C(F)(F)F, ICI. The reactants are ClC=1C=C(C(=O)O)C=CC1N(C(=O)C1=CC2=C(C3=C(OCC2)C=CC=C3)S1)C (3-Chloro-4-(N-methyl-4,5-dihydrobenzo[b]thieno[2,3-d]oxepine-2-carboxamido)benzoic acid), CN1CCNCC1 (N-methylpiperazine). Yields the product ClC1=C(C=CC(=C1)C(=O)N1CCN(CC1)C)N(C(=O)C1=CC2=C(C3=C(OCC2)C=CC=C3)S1)C (N-(2-chloro-4-(4-methylpiperazine-1-carbonyl)phenyl)-N-methyl-4,5-dihydrobenzo[b]thieno[2,3-d]oxepine-2-carboxamide). As a reaction SMILES: [Cl:1][C:2]1[CH:3]=[C:4]([CH:8]=[CH:9][C:10]=1[N:11]([CH3:28])[C:12]([C:14]1[S:27][C:17]2[C:18]3[CH:26]=[CH:25][CH:24]=[CH:23][C:19]=3[O:20][CH2:21][CH2:22][C:16]=2[CH:15]=1)=[O:13])[C:5](O)=[O:6].[CH3:29][N:30]1[CH2:35][CH2:34][NH:33][CH2:32][CH2:31]1>>[Cl:1][C:2]1[CH:3]=[C:4]([C:5]([N:33]2[CH2:34][CH2:35][N:30]([CH3:29])[CH2:31][CH2:32]2)=[O:6])[CH:8]=[CH:9][C:10]=1[N:11]([CH3:28])[C:12]([C:14]1[S:27][C:17]2[C:18]3[CH:26]=[CH:25][CH:24]=[CH:23][C:19]=3[O:20][CH2:21][CH2:22][C:16]=2[CH:15]=1)=[O:13]. Procedure details: 3-Chloro-4-(N-methyl-4,5-dihydrobenzo[b]thieno[2,3-d]oxepine-2-carboxamido)benzoic acid and N-methylpiperazine were reacted by a procedure similar to Example 47 to give 252. MS: (ESI+) 496.2